From a dataset of the Open Reaction Database (ORD), a public repository of structured organic reaction records. describe an organic reaction: reactants, conditions, products, and yield The reactants are C(CCCCCCCCCC)C1=NOC(=N1)C=1C=C(C=O)C=CC1 (3-(3-undecyl-1,2,4-oxadiazol-5-yl)benzaldehyde), S1C=C(C2=C1C=CC=C2)CN (1-benzothien-3-ylmethylamine). Yields the product S1C=C(C2=C1C=CC=C2)CNCC2=CC(=CC=C2)C2=NC(=NO2)CCCCCCCCCCC (N-(1-benzothien-3-ylmethyl)-N-[3-(3-undecyl-1,2,4-oxadiazol-5-yl)benzyl]amine). As a reaction SMILES: [CH2:1]([C:12]1[N:16]=[C:15]([C:17]2[CH:18]=[C:19]([CH:22]=[CH:23][CH:24]=2)[CH:20]=O)[O:14][N:13]=1)[CH2:2][CH2:3][CH2:4][CH2:5][CH2:6][CH2:7][CH2:8][CH2:9][CH2:10][CH3:11].[S:25]1[C:29]2[CH:30]=[CH:31][CH:32]=[CH:33][C:28]=2[C:27]([CH2:34][NH2:35])=[CH:26]1>>[S:25]1[C:29]2[CH:30]=[CH:31][CH:32]=[CH:33][C:28]=2[C:27]([CH2:34][NH:35][CH2:20][C:19]2[CH:22]=[CH:23][CH:24]=[C:17]([C:15]3[O:14][N:13]=[C:12]([CH2:1][CH2:2][CH2:3][CH2:4][CH2:5][CH2:6][CH2:7][CH2:8][CH2:9][CH2:10][CH3:11])[N:16]=3)[CH:18]=2)=[CH:26]1. Reported procedure: The same procedure as employed in the preparation of Example 357 (step a) but using 3-(3-undecyl-1,2,4-oxadiazol-5-yl)benzaldehyde and 1-benzothien-3-ylmethylamine gave the title compound as an oil. M+(LC/MS(ESI)): 476.3. HPLC (Condition A), Rt: 4.79 min (HPLC purity: 86.7%). The reactants are C1(=CC=CC=C1)O (phenol), C(CN)N (ethylene diamine), C=O (formaldehyde), C=O (formalin). Run in C(Cl)Cl (methylene chloride). Conditions: temperature 30 celsius, time 2 hour. Yields the product O1NC=CC2=C1C=CC=C2 (Benzoxazine). RXN SMILES: [C:1]1([OH:7])[CH:6]=[CH:5][CH:4]=[CH:3][CH:2]=1.[CH2:8](N)[CH2:9][NH2:10].C=O>C(Cl)Cl>[O:7]1[C:1]2[CH:6]=[CH:5][CH:4]=[CH:3][C:2]=2[CH:8]=[CH:9][NH:10]1. Procedure details: To a suitably equipped glass resin reactor equipped with stirrer is charged 450 parts phenol, 450 parts methylene chloride and 144 parts of ethylene diamine. The temperature of the reaction mixture is adjusted to 25° C. and 595 parts of 50% formalin is added while maintaining the temperature below 30° C. The reaction mixture is stirred for 2 hours at 30° C. after formaldehyde addition is complete. The reaction mixture is heated to atmospheric reflux and refluxed for 3 hours. The reaction mixture... Reactants: C(C)(C)N(CC)C(C)C (diisopropylethylamine), CC1(NCCOC1)C (3,3-dimethylmorpholine), ClC=1C=C(C=CC1)C#CC=1C=NC(=NC1)C(=O)O (5-(3-Chloro-phenylethynyl)-pyrimidine-2-carboxylic acid), C(C(=O)Cl)(=O)Cl (Oxalyl chloride). Run in C1CCOC1 (THF), ClCCl (dichloromethane), CN(C)C=O (DMF). Run at time 1 hour. The product is CC1(N(CCOC1)C(=O)C1=NC=C(C=N1)C#CC1=CC(=CC=C1)Cl)C ((3,3-dimethyl-morpholin-4-yl)[5-(3-chloro-phenylethynyl)-pyrimidin-2-yl]-methanone). Isolated yield 86.5%. As a reaction SMILES: [Cl:1][C:2]1[CH:3]=[C:4]([C:8]#[C:9][C:10]2[CH:11]=[N:12][C:13]([C:16]([OH:18])=O)=[N:14][CH:15]=2)[CH:5]=[CH:6][CH:7]=1.C(Cl)(=O)C(Cl)=O.C(N(C(C)C)CC)(C)C.[CH3:34][C:35]1([CH3:41])[CH2:40][O:39][CH2:38][CH2:37][NH:36]1>ClCCl.CN(C=O)C.C1COCC1>[CH3:34][C:35]1([CH3:41])[CH2:40][O:39][CH2:38][CH2:37][N:36]1[C:16]([C:13]1[N:14]=[CH:15][C:10]([C:9]#[C:8][C:4]2[CH:5]=[CH:6][CH:7]=[C:2]([Cl:1])[CH:3]=2)=[CH:11][N:12]=1)=[O:18]. Reported procedure: (100 mg, 0.39 mmol) 5-(3-Chloro-phenylethynyl)-pyrimidine-2-carboxylic acid (Example 4, step 1) was suspended in dichloromethane (1 ml) and DMF (10 μl). Oxalyl chloride (51 μl, 0.59 mmol, 1.5 equiv.) was added drop wise at room temperature and the mixture was stirred for 1 hour at reflux. The reaction mixture was then added to a mixture of diisopropylethylamine (235 μl, 1.34 mmol, 3.3 equiv.) and 3,3-dimethylmorpholine (46 mg, 0.40 mmol, 1 equiv.) in THF (2 ml). The mixture was stirred for 16 ho... Reactants: N1(CCCCC1)N1SC(=CN1)C=1N(C(=CN1)[N+](=O)[O-])C (2-(2-Piperidino-5-thiadiazolyl)-1-methyl-5-nitroimidazole), CNCCO (N-methylethanolamine), N1CCCCC1 (piperidine). Product: OCCN(N1SC(=CN1)C=1N(C(=CN1)[N+](=O)[O-])C)C (2-{2-[N-(2-Hydroxyethyl)methylamino]-5-thiadiazolyl}-1-methyl-5-nitroimidazole). RXN SMILES: [N:1]1([N:7]2[NH:11][CH:10]=[C:9]([C:12]3[N:13]([CH3:20])[C:14]([N+:17]([O-:19])=[O:18])=[CH:15][N:16]=3)[S:8]2)[CH2:6]CC[CH2:3][CH2:2]1.CNCC[OH:25].N1CCCCC1>>[OH:25][CH2:3][CH2:2][N:1]([CH3:6])[N:7]1[NH:11][CH:10]=[C:9]([C:12]2[N:13]([CH3:20])[C:14]([N+:17]([O-:19])=[O:18])=[CH:15][N:16]=2)[S:8]1. Reported procedure: The preparation of the above compound is carried out essentially as described for the 2-piperidino derivative (Example 28), an equivalent of N-methylethanolamine replacing the piperidine. The pure compound melts at 158°-160° C. after recrystallization from methanol. The reactants are ClC(Cl)Cl, CCOC(=O)C1(c2ccc(N)c(OCC(F)(F)F)c2)CCC1, O=C1CCC(=O)N1Br, O. The product is CCOC(=O)C1(c2cc(Br)c(N)c(OCC(F)(F)F)c2)CCC1. Reaction SMILES: [Cl:31][CH:32]([Cl:33])[Cl:34].[NH2:1][c:2]1[c:3]([O:17][CH2:18][C:19]([F:20])([F:21])[F:22])[cH:4][c:5]([C:8]2([C:12](=[O:13])[O:14][CH2:15][CH3:16])[CH2:9][CH2:10][CH2:11]2)[cH:6][cH:7]1.[O:23]=[C:24]1[N:25]([Br:30])[C:26](=[O:27])[CH2:28][CH2:29]1.[OH2:35]>>[NH2:1][c:2]1[c:3]([O:17][CH2:18][C:19]([F:20])([F:21])[F:22])[cH:4][c:5]([C:8]2([C:12](=[O:13])[O:14][CH2:15][CH3:16])[CH2:9][CH2:10][CH2:11]2)[cH:6][c:7]1[Br:30]. RXN SMILES: [C:14]([c:15]1[cH:16][cH:17][cH:18][cH:19][cH:20]1)(=[O:21])[NH:22][CH:23]1[CH2:24][CH2:25][NH:26][CH2:27][CH2:28]1.[CH3:29][N:30]([CH3:31])[CH:32]=[O:33].[Cl:1][CH2:2][CH2:3][CH2:4][C:5](=[O:6])[c:7]1[cH:8][cH:9][c:10]([OH:13])[cH:11][cH:12]1>>[CH2:2]([CH2:3][CH2:4][C:5](=[O:6])[c:7]1[cH:8][cH:9][c:10]([OH:13])[cH:11][cH:12]1)[N:26]1[CH2:25][CH2:24][CH:23]([NH:22][C:14]([c:15]2[cH:16][cH:17][cH:18][cH:19][cH:20]2)=[O:21])[CH2:28][CH2:27]1.[ClH:1]. Yields the product O=C(CCCN1CCC(NC(=O)c2ccccc2)CC1)c1ccc(O)cc1, Cl. Starting materials: O=C(NC1CCNCC1)c1ccccc1, CN(C)C=O, O=C(CCCCl)c1ccc(O)cc1. Starting materials: CC(C)(C)OC(=O)NCc1c(Cl)ccc2c1C1(CCN(Cc3ccccc3)CC1)CN2, CC1CC(OC(=O)c2ccc([N+](=O)[O-])cc2)c2ncnc(Cl)c21. The product is CC1CC(OC(=O)c2ccc([N+](=O)[O-])cc2)c2ncnc(N3CC4(CCN(Cc5ccccc5)CC4)c4c3ccc(Cl)c4CNC(=O)OC(C)(C)C)c21. RXN SMILES: [CH2:24]([c:25]1[cH:26][cH:27][cH:28][cH:29][cH:30]1)[N:31]1[CH2:32][CH2:33][C:34]2([CH2:35][NH:36][c:37]3[cH:38][cH:39][c:40]([Cl:52])[c:41]([CH2:43][NH:44][C:45]([O:46][C:47]([CH3:48])([CH3:49])[CH3:50])=[O:51])[c:42]32)[CH2:53][CH2:54]1.[N+:1](=[O:2])([O-:3])[c:4]1[cH:5][cH:6][c:7]([C:8](=[O:9])[O:10][CH:11]2[CH2:12][CH:13]([CH3:21])[c:14]3[c:15]2[n:16][cH:17][n:18][c:19]3[Cl:20])[cH:22][cH:23]1>>[N+:1](=[O:2])([O-:3])[c:4]1[cH:5][cH:6][c:7]([C:8](=[O:9])[O:10][CH:11]2[CH2:12][CH:13]([CH3:21])[c:14]3[c:15]2[n:16][cH:17][n:18][c:19]3[N:36]2[CH2:35][C:34]3([CH2:33][CH2:32][N:31]([CH2:24][c:25]4[cH:26][cH:27][cH:28][cH:29][cH:30]4)[CH2:54][CH2:53]3)[c:42]3[c:37]2[cH:38][cH:39][c:40]([Cl:52])[c:41]3[CH2:43][NH:44][C:45]([O:46][C:47]([CH3:48])([CH3:49])[CH3:50])=[O:51])[cH:22][cH:23]1. Reactants: O (water), CC(C)(C)[Si](OCCN(C(C1=C(C(=C(C=C1)F)F)F)=O)C)(C)C (N-(2-{[(1,1-dimethylethyl)(dimethyl)silyl]oxy}ethyl)-2,3,4-trifluoro-N-methylbenzamide), C(C)N1N=C(C=C1)NC(C1=CC(=CC(=C1)O[C@H](COC)C)O)=O (N-(1-ethyl-1H-pyrazol-3-yl)-3-hydroxy-5-{[(1S)-1-methyl-2-(methyloxy)ethyl]oxy}benzamide), C([O-])([O-])=O.[K+].[K+] (potassium carbonate). The solvent is CC(=O)N(C)C (DMA). Conditions: temperature 140 celsius. Product: C(C)N1N=C(C=C1)NC(C1=CC(=CC(=C1)O[C@H](COC)C)OC1=C(C2=C(C(N(CCO2)C)=O)C=C1)F)=O (N-(1-Ethyl-1H-pyrazol-3-yl)-3-[(9-fluoro-4-methyl-5-oxo-2,3,4,5-tetrahydro-1,4-benzoxazepin-8-yl)oxy]-5-{[(S)-1-methyl-2-(methyloxy)ethyl]oxy}benzamide). The yield is 68.1%. As a reaction SMILES: CC([Si](C)(C)[O:6][CH2:7][CH2:8][N:9]([CH3:21])[C:10](=[O:20])[C:11]1[CH:16]=[CH:15][C:14](F)=[C:13]([F:18])[C:12]=1F)(C)C.[CH2:24]([N:26]1[CH:30]=[CH:29][C:28]([NH:31][C:32](=[O:46])[C:33]2[CH:38]=[C:37]([O:39][C@@H:40]([CH3:44])[CH2:41][O:42][CH3:43])[CH:36]=[C:35]([OH:45])[CH:34]=2)=[N:27]1)[CH3:25].C(=O)([O-])[O-].[K+].[K+].O>CC(N(C)C)=O>[CH2:24]([N:26]1[CH:30]=[CH:29][C:28]([NH:31][C:32](=[O:46])[C:33]2[CH:38]=[C:37]([O:39][C@@H:40]([CH3:44])[CH2:41][O:42][CH3:43])[CH:36]=[C:35]([O:45][C:14]3[CH:15]=[CH:16][C:11]4[C:10](=[O:20])[N:9]([CH3:21])[CH2:8][CH2:7][O:6][C:12]=4[C:13]=3[F:18])[CH:34]=2)=[N:27]1)[CH3:25] |f:2.3.4|. Procedure: A suspension of N-(2-{[(1,1-dimethylethyl)(dimethyl)silyl]oxy}ethyl)-2,3,4-trifluoro-N-methylbenzamide (300 mg, 0.86 mmol), N-(1-ethyl-1H-pyrazol-3-yl)-3-hydroxy-5-{[(1S)-1-methyl-2-(methyloxy)ethyl]oxy}benzamide (290 mg, 0.91 mmol) and potassium carbonate (237 mg, 1.73 mmol) in DMA (20 mL) was heated to 140° C. for 4 hours. The reaction was poured into water (100 mL) and extracted with ethyl acetate (3×50 mL). The combined organic phases were washed with brine (50 mL) and dried (MgSO4), filtere...